Task: describe an organic reaction: reactants, conditions, products, and yield. Dataset: the Open Reaction Database (ORD), a public repository of structured organic reaction records Starting materials: Cc1cccc(C)c1-n1cc(C#N)c(=O)[nH]c1=O, COS(=O)(=O)OC, [Na+], [OH-]. Yields the product Cc1cccc(C)c1-n1cc(C#N)c(=O)n(C)c1=O. Reaction SMILES: [C:1](#[N:2])[c:3]1[c:4](=[O:18])[nH:5][c:6](=[O:17])[n:7](-[c:9]2[c:10]([CH3:16])[cH:11][cH:12][cH:13][c:14]2[CH3:15])[cH:8]1.[CH3:21][O:22][S:23]([O:24][CH3:25])(=[O:26])=[O:27].[Na+:20].[OH-:19]>>[C:1](#[N:2])[c:3]1[c:4](=[O:18])[n:5]([CH3:21])[c:6](=[O:17])[n:7](-[c:9]2[c:10]([CH3:16])[cH:11][cH:12][cH:13][c:14]2[CH3:15])[cH:8]1. Reactants: [OH-].[K+] (KOH), ice water, NC1=CC2=C(OCCN2C(C)=O)C=C1 (1-(6-amino-2H-benzo[b][1,4]oxazin-4(3H)-yl)ethanone), BrCCOCCBr (1-bromo-2-(2-bromoethoxy)ethane), C(=O)([O-])[O-].[Na+].[Na+] (Na2CO3). Run in O (water), CO (MeOH). Conditions: temperature 150 celsius, time 1.5 hour. The product is O1CCN(CC1)C1=CC2=C(OCCN2)C=C1 (6-morpholino-3,4-dihydro-2H-benzo[b][1,4]-oxazine). As a reaction SMILES: [NH2:1][C:2]1[CH:14]=[CH:13][C:5]2[O:6][CH2:7][CH2:8][N:9](C(=O)C)[C:4]=2[CH:3]=1.Br[CH2:16][CH2:17][O:18][CH2:19][CH2:20]Br.C([O-])([O-])=O.[Na+].[Na+].[OH-].[K+]>O.CO>[O:18]1[CH2:19][CH2:20][N:1]([C:2]2[CH:14]=[CH:13][C:5]3[O:6][CH2:7][CH2:8][NH:9][C:4]=3[CH:3]=2)[CH2:16][CH2:17]1 |f:2.3.4,5.6|. Procedure: A mixture of 1-(6-amino-2H-benzo[b][1,4]oxazin-4(3H)-yl)ethanone (0.5832 g, 3.03 mmol), 1-bromo-2-(2-bromoethoxy)ethane (0.774 g, 3.34 mmol), MeOH (3 mL), and Na2CO3 (0.6432 g, 6.07 mmol) in a pressure vessel was stirred at 150° C. After 1.5 h, the mixture was cooled to rt. To the cooled mixture was added a solution of KOH (1.1066 g, 19.72 mmol) in water (2 mL) and the mixture was stirred at 55° C. After 1 h, the mixture was cooled to rt, poured into ice water (50 mL), and extracted with EtOAc (... Starting materials: COC(=O)C(Cc1ccc(-c2ccccc2OC)cc1)NC(=O)c1ccc(C(=O)OC(C)(C)C)cc1Cl, ClCCl, O=C(O)C(F)(F)F. The product is COC(=O)C(Cc1ccc(-c2ccccc2OC)cc1)NC(=O)c1ccc(C(=O)O)cc1Cl. Reaction SMILES: [CH3:1][O:2][C:3]([CH:4]([NH:5][C:6]([c:7]1[c:8]([Cl:20])[cH:9][c:10]([C:13](=[O:14])[O:15][C:16]([CH3:17])([CH3:18])[CH3:19])[cH:11][cH:12]1)=[O:21])[CH2:22][c:23]1[cH:24][cH:25][c:26](-[c:29]2[c:30]([O:35][CH3:36])[cH:31][cH:32][cH:33][cH:34]2)[cH:27][cH:28]1)=[O:37].[Cl:45][CH2:46][Cl:47].[F:38][C:39]([F:40])([F:41])[C:42]([OH:43])=[O:44]>>[CH3:1][O:2][C:3]([CH:4]([NH:5][C:6]([c:7]1[c:8]([Cl:20])[cH:9][c:10]([C:13](=[O:14])[OH:15])[cH:11][cH:12]1)=[O:21])[CH2:22][c:23]1[cH:24][cH:25][c:26](-[c:29]2[c:30]([O:35][CH3:36])[cH:31][cH:32][cH:33][cH:34]2)[cH:27][cH:28]1)=[O:37]. As a reaction SMILES: [Br:1][c:2]1[cH:3][c:4]([I:8])[cH:5][cH:6][cH:7]1.[CH2:14]([O:16][C:17](=[O:15])[CH:18]([F:19])[F:20])[CH3:21].[CH2:22]1[O:23][CH2:24][CH2:25][CH2:26]1.[CH3:9][CH2:10][CH2:11][CH2:12][Li:13]>>[Br:1][c:2]1[cH:3][c:4]([C:17](=[O:16])[CH:18]([F:19])[F:20])[cH:5][cH:6][cH:7]1. The product is O=C(c1cccc(Br)c1)C(F)F. Starting materials: Brc1cccc(I)c1, CCOC(=O)C(F)F, C1CCOC1, [Li]CCCC. The reactants are C(CC)C1=NC2=C(C(N(CC2)C(CC(=O)OCC)=O)C(=O)OCC)N1CC1=CC=C(C=C1)C1=C(C=CC=C1)C(=O)OC(C)(C)C (ethyl 2-n-propyl-3-[2'-(t-butoxycarbonyl)biphenyl-4-yl]methyl-5-ethoxycarbonylacetyl-4,5,6,7-tetrahydroimidazo[4,5-c]pyridine-4-carboxylate), FC(C(=O)O)(F)F (trifluoroacetic acid). Solvent: C(Cl)Cl (methylene chloride). Run at time 8 hour. The product is C(CC)C1=NC2=C(C(N(CC2)C(CC(=O)OCC)=O)C(=O)OCC)N1CC1=CC=C(C=C1)C1=C(C=CC=C1)C(=O)O (ethyl 2-n-propyl-3-(2'-carboxybiphenyl-4-yl)methyl-5-ethoxycarbonylacetyl-4,5,6,7-tetrahydroimidazo[4,5-c]pyridine-4-carboxylate). Yield: 86.4%. As a reaction SMILES: [CH2:1]([C:4]1[N:25]([CH2:26][C:27]2[CH:32]=[CH:31][C:30]([C:33]3[CH:38]=[CH:37][CH:36]=[CH:35][C:34]=3[C:39]([O:41]C(C)(C)C)=[O:40])=[CH:29][CH:28]=2)[C:7]2[CH:8]([C:20]([O:22][CH2:23][CH3:24])=[O:21])[N:9]([C:12](=[O:19])[CH2:13][C:14]([O:16][CH2:17][CH3:18])=[O:15])[CH2:10][CH2:11][C:6]=2[N:5]=1)[CH2:2][CH3:3].FC(F)(F)C(O)=O>C(Cl)Cl>[CH2:1]([C:4]1[N:25]([CH2:26][C:27]2[CH:32]=[CH:31][C:30]([C:33]3[CH:38]=[CH:37][CH:36]=[CH:35][C:34]=3[C:39]([OH:41])=[O:40])=[CH:29][CH:28]=2)[C:7]2[CH:8]([C:20]([O:22][CH2:23][CH3:24])=[O:21])[N:9]([C:12](=[O:19])[CH2:13][C:14]([O:16][CH2:17][CH3:18])=[O:15])[CH2:10][CH2:11][C:6]=2[N:5]=1)[CH2:2][CH3:3]. Procedure details: The mixture of ethyl 2-n-propyl-3-[2'-(t-butoxycarbonyl)biphenyl-4-yl]methyl-5-ethoxycarbonylacetyl-4,5,6,7-tetrahydroimidazo[4,5-c]pyridine-4-carboxylate (657 mg), trifluoroacetic acid (3 ml) and methylene chloride (10 ml) is stirred overnight at room temperature. The reaction mixture is washed with a saturated sodium hydrogen carbonate solution and brine, dried, and evaporated. The crude product is purified by silica gel column chromatography (solvent; chloroform/methanol) to give ethyl 2-n-pr... The reactants are NC=1C=C(C=CC1)NC1=NC=C(C(=N1)NCCCNC(OCC1=CC=CC=C1)=O)CO[Si](C)(C)C(C)(C)C (phenylmethyl [3-[[2-[(3-aminophenyl)amino]-5-[[[(1,1-dimethylethyl)dimethylsilyl]oxy]methyl]pyrimidin-4-yl]amino]propyl]carbamate). Reagents/catalysts: N (ammonia). The solvent is C(C)#N (acetonitrile). Conditions: time 18 hour. The product is CC(C)(C)[Si](OCC=1C(=NC(=NC1)NC1=CC(=CC=C1)NC(=O)NCC)NCCCNC(OCC1=CC=CC=C1)=O)(C)C (Phenylmethyl [3-[[5-[[[(1,1-dimethylethyl)dimethylsilyl]oxy]methyl]-2-[[3-[[(ethylamino)carbonyl]amino]phenyl]amino]pyrimidin-4-yl]amino]propyl]carbamate). As a reaction SMILES: [NH2:1][C:2]1[CH:3]=[C:4]([NH:8][C:9]2[N:14]=[C:13]([NH:15][CH2:16][CH2:17][CH2:18][NH:19][C:20](=[O:29])[O:21][CH2:22][C:23]3[CH:28]=[CH:27][CH:26]=[CH:25][CH:24]=3)[C:12]([CH2:30][O:31][Si:32]([C:35]([CH3:38])([CH3:37])[CH3:36])([CH3:34])[CH3:33])=[CH:11][N:10]=2)[CH:5]=[CH:6][CH:7]=1>C(#N)C.N>[CH3:36][C:35]([Si:32]([CH3:34])([CH3:33])[O:31][CH2:30][C:12]1[C:13]([NH:15][CH2:16][CH2:17][CH2:18][NH:19][C:20](=[O:29])[O:21][CH2:22][C:23]2[CH:28]=[CH:27][CH:26]=[CH:25][CH:24]=2)=[N:14][C:9]([NH:8][C:4]2[CH:5]=[CH:6][CH:7]=[C:2]([NH:1][C:20]([NH:19][CH2:18][CH3:17])=[O:21])[CH:3]=2)=[N:10][CH:11]=1)([CH3:38])[CH3:37]. Reported procedure: To a solution of phenylmethyl [3-[[2-[(3-aminophenyl)amino]-5-[[[(1,1-dimethylethyl)dimethylsilyl]oxy]methyl]pyrimidin-4-yl]amino]propyl]carbamate (225 mg) in acetonitrile (5 ml) ethyl isocyanate (33 μl) was added and the mixture stirred for 18 h at room temperature. Then 5 drops of ammonia solution (25%) were added and the precipitated title compound isolated by filtration (158 mg). Reactants: CN=C=O, CC#N, O=P1(c2ccccc2)NCc2ccccc21. Product: CNC(=O)N1Cc2ccccc2P1(=O)c1ccccc1. As a reaction SMILES: [CH3:17][N:18]=[C:19]=[O:20].[CH3:21][C:22]#[N:23].[c:1]1([P:7]2(=[O:16])[NH:8][CH2:9][c:10]3[c:11]2[cH:12][cH:13][cH:14][cH:15]3)[cH:2][cH:3][cH:4][cH:5][cH:6]1>>[c:1]1([P:7]2(=[O:16])[N:8]([C:19]([NH:18][CH3:17])=[O:20])[CH2:9][c:10]3[c:11]2[cH:12][cH:13][cH:14][cH:15]3)[cH:2][cH:3][cH:4][cH:5][cH:6]1.